Dataset: the Open Reaction Database (ORD), a public repository of structured organic reaction records. Task: describe an organic reaction: reactants, conditions, products, and yield Starting materials: O1C=NC=C1 (oxazole), C(CCC)[Li] (n-butyl lithium), O1CCCC1 (tetrahydrofuran), COCNC(=O)C1CN(C(C1)=O)[C@@H](C)C1=CC=CC=C1 (5-oxo-1-((S)-1-phenylethyl)pyrrolidine-3-carboxylic acid, methoxymethylamide), O1CCCC1 (tetrahydrofuran). Run at temperature -78 celsius, time 3 hour. Product: O1C=NC(=C1)C(=O)C1C(N(CC1)[C@@H](C)C1=CC=CC=C1)=O (Oxazole-4-carbonyl-1-((S)-1-phenylethyl)pyrrolidin-2-one). As a reaction SMILES: [O:1]1[CH:5]=[CH:4][N:3]=[CH:2]1.C([Li])CCC.COCN[C:15]([CH:17]1[CH2:21][C:20](=O)[N:19]([C@H:23]([C:25]2[CH:30]=[CH:29][CH:28]=[CH:27][CH:26]=2)[CH3:24])[CH2:18]1)=[O:16].[O:31]1CCCC1>>[O:1]1[CH:5]=[C:4]([C:15]([CH:17]2[CH2:21][CH2:20][N:19]([C@H:23]([C:25]3[CH:30]=[CH:29][CH:28]=[CH:27][CH:26]=3)[CH3:24])[C:18]2=[O:31])=[O:16])[N:3]=[CH:2]1. Procedure: To a cooled solution (−78° C.) of oxazole (10.3 g, 149.1 mmol) in tetrahydrofuran (150 mL) was added n-butyl lithium (2.5 M in hexane, 53.7 mL, 134.2 mmol). The solution was stirred at −78° C. for three hours. To the cold solution was added a solution of 5-oxo-1-((S)-1-phenylethyl)pyrrolidine-3-carboxylic acid, methoxymethylamide (8.2 g, 29.8 mmol [WO 0031062]) in tetrahydrofuran (50 mL). The mixture was warmed to ambient temperature and allowed to stir three hours followed by treatment with wat... Reactants: OC=1C=C2C(CC(OC2=CC1C(CC(C)(C)C)(C)C)(C)COC1=CC=C(CC2C(NC(S2)=O)=O)C=C1)=O (5-{4-[6-hydroxy-2-methyl-4-oxo-7-(1,1,3,3-tetramethylbutyl)chroman -2-ylmethoxy]benzyl}thiazolidine-2,4-dione), Cl.NO (hydroxylamine hydrochloride), N1=CC=CC=C1 (pyridine). Solvent: CO (methanol). Yields the product OC=1C=C2/C(/CC(OC2=CC1C(CC(C)(C)C)(C)C)(C)COC1=CC=C(CC2C(NC(S2)=O)=O)C=C1)=N/O (5-{4-[6-Hydroxy-4-(E)-hydroxyimino-2-methyl-7-(1,1,3,3-tetramethylbutyl)chroman-2-ylmethoxy]benzyl)thiazolidine-2,4-dione). Reaction SMILES: [OH:1][C:2]1[CH:3]=[C:4]2[C:9](=[CH:10][C:11]=1[C:12]([CH3:19])([CH3:18])[CH2:13][C:14]([CH3:17])([CH3:16])[CH3:15])[O:8][C:7]([CH2:21][O:22][C:23]1[CH:36]=[CH:35][C:26]([CH2:27][CH:28]3[S:32][C:31](=[O:33])[NH:30][C:29]3=[O:34])=[CH:25][CH:24]=1)([CH3:20])[CH2:6][C:5]2=O.Cl.[NH2:39][OH:40].N1C=CC=CC=1>CO>[OH:1][C:2]1[CH:3]=[C:4]2[C:9](=[CH:10][C:11]=1[C:12]([CH3:19])([CH3:18])[CH2:13][C:14]([CH3:16])([CH3:17])[CH3:15])[O:8][C:7]([CH2:21][O:22][C:23]1[CH:24]=[CH:25][C:26]([CH2:27][CH:28]3[S:32][C:31](=[O:33])[NH:30][C:29]3=[O:34])=[CH:35][CH:36]=1)([CH3:20])[CH2:6]/[C:5]/2=[N:39]\[OH:40] |f:1.2|. Procedure details: The procedure described in Example 13 was repeated, but using 1.0 g of 5-{4-[6-hydroxy-2-methyl-4-oxo-7-(1,1,3,3-tetramethylbutyl)chroman -2-ylmethoxy]benzyl}thiazolidine-2,4-dione (prepared as described in Example 7), 0.26 g of hydroxylamine hydrochloride, 0.3 g of pyridine and 10 ml of methanol, to give the title compound as a white powder, softening at 115°-120° C.